From a dataset of the Open Reaction Database (ORD), a public repository of structured organic reaction records. describe an organic reaction: reactants, conditions, products, and yield The reactants are N1C(CCC1)=O (2-pyrrolidinone), C(#N)C1=CC=C2CC(C3C(C2=C1)O3)(C)C (7-cyano-1,2-epoxy-3,3-dimethyl-1,2,3,4,-tetrahydronaphthalene), O (water), [H-].[Na+] (sodium hydride). The solvent is CS(=O)C (dimethylsulphoxide), CS(=O)C (dimethylsulphoxide), CS(=O)C (dimethylsulphoxide). Conditions: time 1 hour. Yields the product C(#N)C1=CC=C2CC(C=C(C2=C1)N1C(CCC1)=O)(C)C (7-Cyano-1-(2-oxopyrrolidinyl)-3,3-dimethyl-3,4-dihydronaphthalene). RXN SMILES: [H-].[Na+].[NH:3]1[CH2:7][CH2:6][CH2:5][C:4]1=[O:8].[C:9]([C:11]1[CH:20]=[C:19]2[C:14]([CH2:15][C:16]([CH3:23])([CH3:22])[CH:17]3O[CH:18]32)=[CH:13][CH:12]=1)#[N:10].O>CS(C)=O>[C:9]([C:11]1[CH:20]=[C:19]2[C:14]([CH2:15][C:16]([CH3:23])([CH3:22])[CH:17]=[C:18]2[N:3]2[CH2:7][CH2:6][CH2:5][C:4]2=[O:8])=[CH:13][CH:12]=1)#[N:10] |f:0.1|. Procedure details: To a suspension of sodium hydride (0.18 g of 80% dispersion in oil) in dry dimethylsulphoxide (5 ml) was added 2-pyrrolidinone (0.51 g) in dimethylsulphoxide (5 ml) and the mixture was then stirred at room temperature, under nitrogen, for 1 hour. A solution of 7-cyano-1,2-epoxy-3,3-dimethyl-1,2,3,4,-tetrahydronaphthalene (1.0 g) in dimethylsulphoxide was then added dropwise, and the solution stirred for 18 hours at room temperature. The mixture was then poured into water and extracted into ethyl... Starting materials: CNC1CCCCC1 (N-methyl-cyclohexylamine), C(C)(=O)NC1=C(C=C(CBr)C=C1)C(C)(C)C (4-acetylamino-3-tert.butyl-benzyl bromide). Solvent: C(Cl)(Cl)Cl (chloroform). Yields the product C(C)(=O)NC1=C(C=C(CN(C)C2CCCCC2)C=C1)C(C)(C)C (4-Acetylamino-3-tert.butyl-N-cyclohexyl-N-methyl-benzyl-amine). As a reaction SMILES: [CH3:1][NH:2][CH:3]1[CH2:8][CH2:7][CH2:6][CH2:5][CH2:4]1.[C:9]([NH:12][C:13]1[CH:20]=[CH:19][C:16]([CH2:17]Br)=[CH:15][C:14]=1[C:21]([CH3:24])([CH3:23])[CH3:22])(=[O:11])[CH3:10]>C(Cl)(Cl)Cl>[C:9]([NH:12][C:13]1[CH:20]=[CH:19][C:16]([CH2:17][N:2]([CH:3]2[CH2:8][CH2:7][CH2:6][CH2:5][CH2:4]2)[CH3:1])=[CH:15][C:14]=1[C:21]([CH3:24])([CH3:23])[CH3:22])(=[O:11])[CH3:10]. Procedure: 48 gm of N-methyl-cyclohexylamine were added to 56 gm of 4-acetylamino-3-tert.butyl-benzyl bromide in 500 ml of chloroform, and the mixture was refluxed for 1.5 hours. Subsequently, the reaction mixture was extracted three times with water, and the organic phase was evaporated. The residue was purified column-chromatograhically on silicagel with chloroform/methanol (5:1), and 4-acetylamino-3-tert.butyl-N-cyclohexyl-N-methyl-benzylamine hydrochloride, m.p. 240-243° C (decomp.), was crystallized f... Reactants: N(=NC(=O)OC(C)C)C(=O)OC(C)C (diisopropyl azodicarboxylate), CN1C(=NC=C1CO)[N+](=O)[O-] (1-methyl-2-nitroimidazole-5-methanol), NC1=CC=C(C=C1)O (4-aminophenol), C1(=CC=CC=C1)P(C1=CC=CC=C1)C1=CC=CC=C1 (triphenylphosphane). The solvent is O1CCCC1 (tetrahydrofuran), O1CCCC1 (tetrahydrofuran). Reaction conditions: time 2 hour. Yields the product CN1C(=NC=C1COC1=CC=C(C=C1)N)[N+](=O)[O-] (α-(1-methyl-2-nitroimidazol-5-yl)-p-anisidine). Isolated yield 51.5%. As a reaction SMILES: [CH3:1][N:2]1[C:6]([CH2:7][OH:8])=[CH:5][N:4]=[C:3]1[N+:9]([O-:11])=[O:10].[NH2:12][C:13]1[CH:18]=[CH:17][C:16](O)=[CH:15][CH:14]=1.C1(P(C2C=CC=CC=2)C2C=CC=CC=2)C=CC=CC=1.N(C(OC(C)C)=O)=NC(OC(C)C)=O>O1CCCC1>[CH3:1][N:2]1[C:6]([CH2:7][O:8][C:16]2[CH:17]=[CH:18][C:13]([NH2:12])=[CH:14][CH:15]=2)=[CH:5][N:4]=[C:3]1[N+:9]([O-:11])=[O:10]. Procedure details: A suspension of 30 g of 1-methyl-2-nitroimidazole-5-methanol, 22 g of 4-aminophenol and 55 g of triphenylphosphane in 600 ml of anhydrous tetrahydrofuran was treated dropwise with vigorous stirring within 20 minutes with a solution of 42.5 g of diisopropyl azodicarboxylate in 300 ml of anhydrous tetrahydrofuran. The mixture was maintained at a temperature of 20°-24° C. by external cooling. After 2 hours, the clear solution obtained was evaporated under reduced pressure and the residue was boiled... The solvent is C(C)O (ethanol). As a reaction SMILES: [OH-].[Na+].[C:3]([O:7][C@@H:8]([C:15]1[C:16]([CH3:44])=[N:17][C:18]([CH3:43])=[C:19]([C:27]2[CH:32]=[CH:31][C:30]([O:33][CH2:34][CH2:35][C:36]3[CH:41]=[CH:40][C:39]([F:42])=[CH:38][CH:37]=3)=[CH:29][CH:28]=2)[C:20]=1[N:21]1[CH2:24][C:23]([CH3:26])([CH3:25])[CH2:22]1)[C:9]([O:11]C(C)C)=[O:10])([CH3:6])([CH3:5])[CH3:4].Cl>C(O)C>[C:3]([O:7][C@@H:8]([C:15]1[C:16]([CH3:44])=[N:17][C:18]([CH3:43])=[C:19]([C:27]2[CH:32]=[CH:31][C:30]([O:33][CH2:34][CH2:35][C:36]3[CH:41]=[CH:40][C:39]([F:42])=[CH:38][CH:37]=3)=[CH:29][CH:28]=2)[C:20]=1[N:21]1[CH2:24][C:23]([CH3:26])([CH3:25])[CH2:22]1)[C:9]([OH:11])=[O:10])([CH3:6])([CH3:4])[CH3:5] |f:0.1|. The yield is 74.8%. Run at temperature 90 celsius, time 18 hour. The product is C(C)(C)(C)O[C@H](C(=O)O)C=1C(=NC(=C(C1N1CC(C1)(C)C)C1=CC=C(C=C1)OCCC1=CC=C(C=C1)F)C)C ((S)-2-(tert-butoxy)-2-(4-(3,3-dimethylazetidin-1-yl)-5-(4-(4-fluorophenethoxy)phenyl)-2,6-dimethylpyridin-3-yl)acetic acid). Procedure: The 0.60 mL of 1M sodium hydroxide (16.64 mg, 0.42 mmol) was added to a solution (S)-isopropyl 2-(tert-butoxy)-2-(4-(3,3-dimethylazetidin-1-yl)-5-(4-(4-fluorophenethoxy)phenyl)-2,6-dimethylpyridin-3-yl)acetate (60 mg, 0.10 mmol) in ethanol (2 mL) and stirred for 18 h at 90° C. The reaction mixture was neutralized with 1N HCl solution, extracted with EtOAc, and the organic layer was washed with brine, and dried (MgSO4). The crude material was purified by prep HPLC to give (S)-2-(tert-butoxy)-2-(4... The reactants are [OH-].[Na+] (sodium hydroxide), C(C)(C)(C)O[C@H](C(=O)OC(C)C)C=1C(=NC(=C(C1N1CC(C1)(C)C)C1=CC=C(C=C1)OCCC1=CC=C(C=C1)F)C)C ((S)-isopropyl 2-(tert-butoxy)-2-(4-(3,3-dimethylazetidin-1-yl)-5-(4-(4-fluorophenethoxy)phenyl)-2,6-dimethylpyridin-3-yl)acetate), Cl (HCl). Starting materials: [Na] (sodium), C1(=CC=CC=C1)CC(=O)OCC (Ethyl phenylacetate), [O-]CC.[Na+] (sodium ethoxide), C=C1N2CCC(C1=O)CC2 (2-methylenequinuclidin-3-one). The solvent is C(C)O (ethanol), C(C)O (ethanol), C(C)(=O)O (acetic acid). Run at time 16 hour. Yields the product O=C1C(N2CCC1CC2)CC(C(=O)OCC)C2=CC=CC=C2 (ethyl (3-oxoquinuclidin-2-yl)methylphenylacetate). Reaction SMILES: [C:1]1([CH2:7][C:8]([O:10][CH2:11][CH3:12])=[O:9])[CH:6]=[CH:5][CH:4]=[CH:3][CH:2]=1.[O-]CC.[Na+].[Na].[CH2:18]=[C:19]1[C:24](=[O:25])[CH:23]2[CH2:26][CH2:27][N:20]1[CH2:21][CH2:22]2>C(O)C.C(O)(=O)C>[O:25]=[C:24]1[CH:23]2[CH2:26][CH2:27][N:20]([CH2:21][CH2:22]2)[CH:19]1[CH2:18][CH:7]([C:1]1[CH:6]=[CH:5][CH:4]=[CH:3][CH:2]=1)[C:8]([O:10][CH2:11][CH3:12])=[O:9] |f:1.2,^1:16|. Procedure: Ethyl phenylacetate, 49.2 g was added to a solution of sodium ethoxide previously prepared from metallic sodium, 2.9 g and ethanol, 100 ml. The mixture was cooled to 5°, then a solution of 2-methylenequinuclidin-3-one, 39.4 g, in ethanol, 50 ml, was added dropwise and with stirring. After 16 hours at room temperature, the solution was neutralized with acetic acid then subjected to evaporation at reduced pressure. Water, 100 ml. water added to the residue and the mixture was extracted with chloro... Reactants: O=C(c1ncc[nH]1)c1ncc[nH]1, ClCCl, CC(C)N, NCC=CCOc1cc(CN2CCCCC2)ccn1. Yields the product CC(C)NC(=O)NCC=CCOc1cc(CN2CCCCC2)ccn1. As a reaction SMILES: [C:5](=[O:6])([c:7]1[nH:8][cH:9][cH:10][n:11]1)[c:12]1[nH:13][cH:14][cH:15][n:16]1.[CH2:36]([Cl:37])[Cl:38].[CH3:1][CH:2]([CH3:3])[NH2:4].[N:17]1([CH2:23][c:24]2[cH:25][c:26]([O:30][CH2:31][CH:32]=[CH:33][CH2:34][NH2:35])[n:27][cH:28][cH:29]2)[CH2:18][CH2:19][CH2:20][CH2:21][CH2:22]1>>[CH3:1][CH:2]([CH3:3])[NH:4][C:5](=[O:6])[NH:35][CH2:34][CH:33]=[CH:32][CH2:31][O:30][c:26]1[cH:25][c:24]([CH2:23][N:17]2[CH2:18][CH2:19][CH2:20][CH2:21][CH2:22]2)[cH:29][cH:28][n:27]1. Reactants: CCN(C(C)C)C(C)C (DIPEA), ClC1=C(C(=O)Cl)C=CC=C1F (2-chloro-3-fluorobenzoic acid chloride), Cl.COC(=O)C=1C=C2[C@@H](CCC2=CC1)N ((3R)-3-Amino-2,3-dihydro-1H-indene-5-carboxylic acid methyl ester hydrochloride). The solvent is C(C)(=O)OCC (ethyl acetate), ClCCl (dichloromethane). Conditions: time 2 hour. Product: ClC1=C(C(=O)N[C@@H]2CCC3=CC=C(C=C23)C(=O)OC)C=CC=C1F ((R)-Methyl 3-(2-chloro-3-fluorobenzamido)-2,3-dihydro-1H-indene-5-carboxylate). Isolated yield 92.0%. As a reaction SMILES: Cl.[CH3:2][O:3][C:4]([C:6]1[CH:7]=[C:8]2[C:12](=[CH:13][CH:14]=1)[CH2:11][CH2:10][C@H:9]2[NH2:15])=[O:5].CCN(C(C)C)C(C)C.[Cl:25][C:26]1[C:34]([F:35])=[CH:33][CH:32]=[CH:31][C:27]=1[C:28](Cl)=[O:29]>ClCCl.C(OCC)(=O)C>[Cl:25][C:26]1[C:34]([F:35])=[CH:33][CH:32]=[CH:31][C:27]=1[C:28]([NH:15][C@H:9]1[C:8]2[C:12](=[CH:13][CH:14]=[C:6]([C:4]([O:3][CH3:2])=[O:5])[CH:7]=2)[CH2:11][CH2:10]1)=[O:29] |f:0.1|. Reported procedure: (3R)-3-Amino-2,3-dihydro-1H-indene-5-carboxylic acid methyl ester hydrochloride (A-01) (0.2 mmol, 1 eq) was dissolved in dichloromethane, and DIPEA (2.5 eq) and 2-chloro-3-fluorobenzoic acid chloride (1.2 eq) were added under a protecting gas atmosphere at 0° C. The reaction mixture was stirred for 2 h at RT. Then the reaction mixture was diluted with ethyl acetate, washed 1× with sat. NaHCO3 solution, 1× with 10% ammonium chloride solution and 1× with sat. NaCl solution, dried over magnesium su...